describe an organic reaction: reactants, conditions, products, and yield From a dataset of the Open Reaction Database (ORD), a public repository of structured organic reaction records. The reactants are CCOC(C)=O, O=C(OO)c1cccc(Cl)c1, ClCCl, CCOC(=O)COc1cccc(CC2CCCC=C2c2nc(-c3ccccc3)c(-c3ccccc3)o2)c1. Yields the product CCOC(=O)COc1cccc(CC2CCCC3OC23c2nc(-c3ccccc3)c(-c3ccccc3)o2)c1. RXN SMILES: [CH3:52][CH2:53][O:54][C:55]([CH3:56])=[O:57].[Cl:38][c:39]1[cH:40][cH:41][cH:42][c:43]([C:44]([O:45][OH:47])=[O:46])[cH:48]1.[Cl:49][CH2:50][Cl:51].[c:1]1(-[c:7]2[n:8][c:9]([C:18]3=[CH:23][CH2:22][CH2:21][CH2:20][CH:19]3[CH2:24][c:25]3[cH:26][c:27]([O:28][CH2:29][C:30](=[O:31])[O:32][CH2:33][CH3:34])[cH:35][cH:36][cH:37]3)[o:10][c:11]2-[c:12]2[cH:13][cH:14][cH:15][cH:16][cH:17]2)[cH:2][cH:3][cH:4][cH:5][cH:6]1>>[c:1]1(-[c:7]2[n:8][c:9]([C:18]34[CH:19]([CH2:24][c:25]5[cH:26][c:27]([O:28][CH2:29][C:30](=[O:31])[O:32][CH2:33][CH3:34])[cH:35][cH:36][cH:37]5)[CH2:20][CH2:21][CH2:22][CH:23]3[O:46]4)[o:10][c:11]2-[c:12]2[cH:13][cH:14][cH:15][cH:16][cH:17]2)[cH:2][cH:3][cH:4][cH:5][cH:6]1. Starting materials: Br (hydrogen bromide), resultant solution, C(C)(=O)OC(C)=O (Acetic anhydride), C(C)(=O)[O-].[Na+] (sodium acetate), C(C)(=O)[O-].[K+] (potassium acetate), CON=C(C(=O)NC1[C@@H]2N(C(C(CS2)O)C(=O)O)C1=O)C(C(Br)Br)=O (7-(2-methoxyimino-3-oxo-4,4-dibromobutyramido)-3-hydroxycepham-4-carboxylic acid). The solvent is O1CCCC1 (tetrahydrofuran), O1CCCC1 (tetrahydrofuran). Reaction conditions: time 4 hour. Product: CON=C(C(=O)NC1[C@@H]2N(C(=CCS2)C(=O)O)C1=O)C(C(Br)Br)=O (7-(2-methoxyimino-3-oxo-4,4-dibromobutyramido)-3-cephem-4-carboxylic acid). The yield is 59.1%. Reaction SMILES: C(OC(=O)C)(=O)C.C([O-])(=O)C.[Na+].C([O-])(=O)C.[K+].[CH3:18][O:19][N:20]=[C:21]([C:38](=[O:42])[CH:39]([Br:41])[Br:40])[C:22]([NH:24][CH:25]1[C:36](=[O:37])[N:27]2[CH:28]([C:33]([OH:35])=[O:34])[CH:29](O)[CH2:30][S:31][C@H:26]12)=[O:23].Br>O1CCCC1>[CH3:18][O:19][N:20]=[C:21]([C:38](=[O:42])[CH:39]([Br:40])[Br:41])[C:22]([NH:24][CH:25]1[C:36](=[O:37])[N:27]2[C:28]([C:33]([OH:35])=[O:34])=[CH:29][CH2:30][S:31][C@H:26]12)=[O:23] |f:1.2,3.4|. Procedure details: Acetic anhydride (5 ml), sodium acetate (0.61 g) and potassium acetate (0.73 g) were added a solution of 7-(2-methoxyimino-3-oxo-4,4-dibromobutyramido)-3-hydroxycepham-4-carboxylic acid (syn isomer, 5 g) in dry tetrahydrofuran (50 ml), and stirred at 28° to 29° C. for 4 hours. After hydrogen bromide (5 ml) was added to the resultant solution, tetrahydrofuran was removed under reduced pressure therefrom. To the residue was added water (30 ml) and ethyl acetate (100 ml). The organic layer was sepa... The reactants are BrC1=NC=C(C=2C1=CN(N2)C2=C(C#N)C=CC=C2Cl)F (2-(4-bromo-7-fluoropyrazolo[4,3-c]pyridin-2-yl)-3-chlorobenzonitrile), NC1=NC=NC(=C1)C (4-amino-6-methylpyrimidine), CC1(C2=C(C(=CC=C2)P(C3=CC=CC=C3)C4=CC=CC=C4)OC5=C(C=CC=C51)P(C6=CC=CC=C6)C7=CC=CC=C7)C (Xantphos), C([O-])([O-])=O.[Cs+].[Cs+] (cesium carbonate). The reagents and catalysts are C=1C=CC(=CC1)/C=C/C(=O)/C=C/C2=CC=CC=C2.C=1C=CC(=CC1)/C=C/C(=O)/C=C/C2=CC=CC=C2.C=1C=CC(=CC1)/C=C/C(=O)/C=C/C2=CC=CC=C2.[Pd].[Pd] (Pd2(dba)3). Run in O1CCOCC1 (dioxane). Conditions: temperature 150 celsius. Yields the product ClC=1C(=C(C#N)C=CC1)N1N=C2C(C(=NC=C2F)NC2=NC=NC(=C2)C)=C1 (3-Chloro-2-[7-fluoro-4-(6-methylpyrimidin-4-ylamino)-pyrazolo[4,3-c]pyridin-2-yl]-benzonitrile). Isolated yield 47.4%. Reaction SMILES: Br[C:2]1[C:7]2=[CH:8][N:9]([C:11]3[C:18]([Cl:19])=[CH:17][CH:16]=[CH:15][C:12]=3[C:13]#[N:14])[N:10]=[C:6]2[C:5]([F:20])=[CH:4][N:3]=1.[NH2:21][C:22]1[CH:27]=[C:26]([CH3:28])[N:25]=[CH:24][N:23]=1.CC1(C)C2C(=C(P(C3C=CC=CC=3)C3C=CC=CC=3)C=CC=2)OC2C(P(C3C=CC=CC=3)C3C=CC=CC=3)=CC=CC1=2.C(=O)([O-])[O-].[Cs+].[Cs+]>O1CCOCC1.C1C=CC(/C=C/C(/C=C/C2C=CC=CC=2)=O)=CC=1.C1C=CC(/C=C/C(/C=C/C2C=CC=CC=2)=O)=CC=1.C1C=CC(/C=C/C(/C=C/C2C=CC=CC=2)=O)=CC=1.[Pd].[Pd]>[Cl:19][C:18]1[C:11]([N:9]2[CH:8]=[C:7]3[C:2]([NH:21][C:22]4[CH:27]=[C:26]([CH3:28])[N:25]=[CH:24][N:23]=4)=[N:3][CH:4]=[C:5]([F:20])[C:6]3=[N:10]2)=[C:12]([CH:15]=[CH:16][CH:17]=1)[C:13]#[N:14] |f:3.4.5,7.8.9.10.11|. Procedure: A mixture of 2-(4-bromo-7-fluoropyrazolo[4,3-c]pyridin-2-yl)-3-chlorobenzonitrile (158 mg, 0.45 mmol), 4-amino-6-methylpyrimidine (55 mg, 0.5 mmol), Pd2(dba)3 (10 mg, 0.011 mmol), Xantphos (26 mg, 0.045 mmol) and cesium carbonate (293 mg, 0.9 mmol) in dioxane (3 mL) was de-gassed and purged with nitrogen and the reaction mixture was heated at 150° C. in the microwave for 30 minutes. The resultant mixture was partitioned between ethyl acetate and water. The layers were separated and the organic l... Starting materials: O=C(OC(=O)C(F)(F)F)C(F)(F)F, C1CCOC1, COc1cc(O)ccc1C(N)=O, c1ccncc1. As a reaction SMILES: [F:1][C:2]([F:3])([F:4])[C:5]([O:6][C:7](=[O:8])[C:9]([F:10])([F:11])[F:12])=[O:13].[O:32]1[CH2:33][CH2:34][CH2:35][CH2:36]1.[OH:14][c:15]1[cH:16][c:17]([O:24][CH3:25])[c:18]([C:19](=[O:20])[NH2:21])[cH:22][cH:23]1.[cH:26]1[cH:27][cH:28][n:29][cH:30][cH:31]1>>[OH:14][c:15]1[cH:16][c:17]([O:24][CH3:25])[c:18]([C:19]#[N:21])[cH:22][cH:23]1. The product is COc1cc(O)ccc1C#N. The reactants are C1(=CC=CC=C1)C=1C2=C(SC1)C=C(C=C2)OC (3-Phenyl-6-methoxybenzo[b]thiophene), COC=1C=C(C(=O)Cl)C=CC1 (3-methoxybenzoyl chloride). The product is COC=1C=C(C(=O)C2=C(C3=C(S2)C=C(C=C3)OC)C3=CC=CC=C3)C=CC1 (2-(3-Methoxybenzoyl)-3-Phenyl-6-Methoxybenzo[b]thiophene). Yield: 82.0%. RXN SMILES: [C:1]1([C:7]2[C:8]3[CH:15]=[CH:14][C:13]([O:16][CH3:17])=[CH:12][C:9]=3[S:10][CH:11]=2)[CH:6]=[CH:5][CH:4]=[CH:3][CH:2]=1.[CH3:18][O:19][C:20]1[CH:21]=[C:22]([CH:26]=[CH:27][CH:28]=1)[C:23](Cl)=[O:24]>>[CH3:18][O:19][C:20]1[CH:21]=[C:22]([CH:26]=[CH:27][CH:28]=1)[C:23]([C:11]1[S:10][C:9]2[CH:12]=[C:13]([O:16][CH3:17])[CH:14]=[CH:15][C:8]=2[C:7]=1[C:1]1[CH:2]=[CH:3][CH:4]=[CH:5][CH:6]=1)=[O:24]. Procedure details: 3-Phenyl-6-methoxybenzo[b]thiophene and 3-methoxybenzoyl chloride were converted to the title compound by the procedure of Example 1 in 82% yield, after crystallization from methanol. Starting materials: C1(=CC=CC=C1)P1(N(CC2=C1C=CC=C2)C2=CC=CC=C2)=O (1,2-diphenyl-2,3-dihydro-1H-2,1-benzazaphosphole-1-oxide), C(Cl)Cl (methylene chloride), C(Cl)Cl (methylene chloride), F[B-](F)(F)F.O=[N+]=O (nitronium tetrafluoroborate), ice water, crude product. Run in C(C)OCC (diethyl ether). Run at temperature 26 celsius, time 3 hour. The product is C1(=CC=CC=C1)P1(N(CC2=C1C=CC=C2)C2=CC=C(C=C2)[N+](=O)[O-])=O (1-phenyl-2-(4-nitrophenyl)-2,3-dihydro-1H-2,1-benzazaphosphole-1-oxide). Isolated yield 77.9%. As a reaction SMILES: [C:1]1([P:7]2(=[O:22])[C:11]3[CH:12]=[CH:13][CH:14]=[CH:15][C:10]=3[CH2:9][N:8]2[C:16]2[CH:21]=[CH:20][CH:19]=[CH:18][CH:17]=2)[CH:6]=[CH:5][CH:4]=[CH:3][CH:2]=1.C(Cl)Cl.F[B-](F)(F)F.[O:31]=[N+:32]=[O:33]>C(OCC)C>[C:1]1([P:7]2(=[O:22])[C:11]3[CH:12]=[CH:13][CH:14]=[CH:15][C:10]=3[CH2:9][N:8]2[C:16]2[CH:17]=[CH:18][C:19]([N+:32]([O-:33])=[O:31])=[CH:20][CH:21]=2)[CH:2]=[CH:3][CH:4]=[CH:5][CH:6]=1 |f:2.3|. Procedure details: Under a static nitrogen atmosphere, a solution of 1,2-diphenyl-2,3-dihydro-1H-2,1-benzazaphosphole-1-oxide (1.0 g, 0.0033 mol) in 10 ml. of methylene chloride was dropwise added to a constantly stirred suspension of nitronium tetrafluoroborate (0.47 g, 0.0035 mol) in 25 ml. of methylene chloride while maintaining the temperature between -5° C. and 5° C. The reaction mixture was stirred for 3 hours at 26° C. and then added to 40 ml. of ice water. The layers were separated and the aqueous layer wa...